The task is: describe an organic reaction: reactants, conditions, products, and yield. This data is from the Open Reaction Database (ORD), a public repository of structured organic reaction records. Starting materials: C(C(=O)OC)(=O)Cl (methyl chlorooxalate), C(C)(=O)C1=C(C(=C(OCCCOC=2C=C(N)C=CC2)C=C1)CCC(F)(F)F)OC (3-{3-[4-acetyl-3-methoxy-2-(3,3,3-trifluoropropyl)-phenoxy]-propoxy}-aniline), N(CCO)(CCO)CCO (triethanolamine). The solvent is C(Cl)Cl (methylene chloride), C(Cl)Cl (methylene chloride). Conditions: time 5 hour. Yields the product C(C)(=O)C1=C(C(=C(OCCCOC=2C=C(C=CC2)NC(C(=O)OC)=O)C=C1)CCC(F)(F)F)OC (methyl N-{{3-{3-[4-acetyl-3-methoxy-2-(3,3,3-trifluoropropyl)-phenoxy]-propoxy}-phenyl}}-oxamate). As a reaction SMILES: [C:1](Cl)(=[O:6])[C:2]([O:4][CH3:5])=[O:3].[C:8]([C:11]1[CH:28]=[CH:27][C:14]([O:15][CH2:16][CH2:17][CH2:18][O:19][C:20]2[CH:21]=[C:22]([CH:24]=[CH:25][CH:26]=2)[NH2:23])=[C:13]([CH2:29][CH2:30][C:31]([F:34])([F:33])[F:32])[C:12]=1[O:35][CH3:36])(=[O:10])[CH3:9].N(CCO)(CCO)CCO>C(Cl)Cl>[C:8]([C:11]1[CH:28]=[CH:27][C:14]([O:15][CH2:16][CH2:17][CH2:18][O:19][C:20]2[CH:21]=[C:22]([NH:23][C:1](=[O:6])[C:2]([O:4][CH3:5])=[O:3])[CH:24]=[CH:25][CH:26]=2)=[C:13]([CH2:29][CH2:30][C:31]([F:33])([F:32])[F:34])[C:12]=1[O:35][CH3:36])(=[O:10])[CH3:9]. Procedure: A solution of 3.45 ml of methyl chlorooxalate in 10 ml of methylene chloride is added dropwise to a solution of 9.2 g of 3-{3-[4-acetyl-3-methoxy-2-(3,3,3-trifluoropropyl)-phenoxy]-propoxy}-aniline and 4.3 ml of triethanolamine in 90 ml of methylene chloride in the course of 10 minutes. After stirring at room temperature for 5 hours, the mixture is poured onto water and extracted with methylene chloride. Evaporation of the extracts and recrystallisation of the residue from ether gives methyl N-{... The reactants are ClC1=CC=C(C(C(=O)O)=C1)N (5-chloroanthranilic acid), COC=1C=C(C(=O)Cl)C=C(C1OC)OC (3,4,5-trimethoxybenzoylchloride). Run in N1=CC=CC=C1 (pyridine), O1CCCC1 (tetrahydrofuran). Conditions: time 2 hour. The product is COC=1C=C(C(=O)NC=2C(C(=O)O)=CC(=CC2)Cl)C=C(C1OC)OC (N-(3,4,5-trimethoxybenzoyl)-5-chloroanthranilic acid). Yield: 38.6%. Reaction SMILES: [Cl:1][C:2]1[CH:10]=[C:6]([C:7]([OH:9])=[O:8])[C:5]([NH2:11])=[CH:4][CH:3]=1.[CH3:12][O:13][C:14]1[CH:15]=[C:16]([CH:20]=[C:21]([O:25][CH3:26])[C:22]=1[O:23][CH3:24])[C:17](Cl)=[O:18]>N1C=CC=CC=1.O1CCCC1>[CH3:26][O:25][C:21]1[CH:20]=[C:16]([CH:15]=[C:14]([O:13][CH3:12])[C:22]=1[O:23][CH3:24])[C:17]([NH:11][C:5]1[C:6](=[CH:10][C:2]([Cl:1])=[CH:3][CH:4]=1)[C:7]([OH:9])=[O:8])=[O:18]. Procedure details: To a solution of 1.7 g of 5-chloroanthranilic acid in 40 ml of pyridine is added a solution of 2.6 g of 3,4,5-trimethoxybenzoylchloride in tetrahydrofuran under cooling, and the mixture is stirred at room temperature for 2 hours and then heated to 80° C. for 30 minutes. The reaction mixture is concentrated under a reduced pressure and to the residue is added water. The precipitated crystals are recrystallized from acetone to obtain 1.4 g of N-(3,4,5-trimethoxybenzoyl)-5-chloroanthranilic acid as... RXN SMILES: [C:18]([Li:19])([CH3:20])([CH3:21])[CH3:22].[CH2:10]([Li:11])[CH2:12][CH2:13][CH3:14].[CH2:28]1[O:29][CH2:30][CH2:31][CH2:32]1.[CH3:23][N:24]([CH3:25])[CH:26]=[O:27].[CH3:33][CH2:34][O:35][CH2:36][CH3:37].[O:15]=[C:16]=[O:17].[OH2:38].[nH:1]1[cH:2][cH:3][c:4]2[cH:5][cH:6][cH:7][cH:8][c:9]12>>[nH:1]1[c:2]([CH:16]=[O:15])[cH:3][c:4]2[cH:5][cH:6][cH:7][cH:8][c:9]12. Reactants: [Li]C(C)(C)C, [Li]CCCC, C1CCOC1, CN(C)C=O, CCOCC, O=C=O, O, c1ccc2[nH]ccc2c1. Yields the product O=Cc1cc2ccccc2[nH]1.